This data is from the Open Reaction Database (ORD), a public repository of structured organic reaction records. The task is: describe an organic reaction: reactants, conditions, products, and yield Starting materials: CCOC(=O)C(C#N)c1cccc(Oc2ccccc2C)c1OC, CCCCI, CN(C)C=O, [H-], [Na+]. Yields the product CCCCC(C#N)(C(=O)OCC)c1cccc(Oc2ccccc2C)c1OC. RXN SMILES: [C:3](#[N:4])[CH:5]([C:6](=[O:7])[O:8][CH2:9][CH3:10])[c:11]1[c:12]([O:25][CH3:26])[c:13]([O:17][c:18]2[c:19]([CH3:24])[cH:20][cH:21][cH:22][cH:23]2)[cH:14][cH:15][cH:16]1.[CH2:27]([CH2:28][CH2:29][CH3:30])[I:31].[CH3:32][N:33]([CH3:34])[CH:35]=[O:36].[H-:1].[Na+:2]>>[C:3](#[N:4])[C:5]([C:6](=[O:7])[O:8][CH2:9][CH3:10])([c:11]1[c:12]([O:25][CH3:26])[c:13]([O:17][c:18]2[c:19]([CH3:24])[cH:20][cH:21][cH:22][cH:23]2)[cH:14][cH:15][cH:16]1)[CH2:27][CH2:28][CH2:29][CH3:30]. The reactants are BrC(C(OC=1C=C(C=C(C1)OC(C(Br)(F)F)(F)F)S(=O)(=O)F)(F)F)(F)F (3,5-di(2-bromotetrafluoroethoxy)benzenesulfonyl fluoride), C(C)#N (acetonitrile). Reagents/catalysts: [Zn] (zinc), [Cu]Cl (copper(I) chloride). Run in C(Cl)Cl (methylene chloride). Reaction conditions: temperature 110 celsius, time 2 day. Product: FC(=C(F)F)OC=1C=C(C=C(C1)OC(=C(F)F)F)S(=O)(=O)F (3,5-di(trifluorovinyloxy)benzenesulfonyl fluoride). The yield is 72.2%. As a reaction SMILES: Br[C:2]([F:26])([F:25])[C:3](F)([F:23])[O:4][C:5]1[CH:6]=[C:7]([S:19]([F:22])(=[O:21])=[O:20])[CH:8]=[C:9]([O:11][C:12](F)([F:17])[C:13]([F:16])([F:15])Br)[CH:10]=1.C(#N)C>[Cu]Cl.[Zn].C(Cl)Cl>[F:23][C:3]([O:4][C:5]1[CH:6]=[C:7]([S:19]([F:22])(=[O:21])=[O:20])[CH:8]=[C:9]([O:11][C:12]([F:17])=[C:13]([F:16])[F:15])[CH:10]=1)=[C:2]([F:26])[F:25]. Reported procedure: Into a 100 mL round bottom flask in a dry box were placed 5.41 g of the 3,5-di(2-bromotetrafluoroethoxy)benzenesulfonyl fluoride, 0.5 g (0.005 mol) of copper(I) chloride and 0.65 g (0.01 mol) of activated zinc powder. Then 15 mL of well-dried acetonitrile was added to the flask. The mixture was stirred at 110° C. under dry nitrogen gas for 2 days, followed by taking a sample for 19F NMR to monitor the progress of the reaction. The spectrum of this sample showed that all of starting material had ...